Dataset: the Open Reaction Database (ORD), a public repository of structured organic reaction records. Task: describe an organic reaction: reactants, conditions, products, and yield Reactants: FC(OC1=CC=C(C=C1)N1C(C2(CC1)CCNCC2)=O)(F)F (2-(4-trifluoromethoxy-phenyl)-2,8-diaza-spiro[4.5]decan-1-one), BrC1=C(C=CC(=C1)C)OC (2-bromo-4-methylanisole). Yields the product COC1=C(C=C(C=C1)C)N1CCC2(CCN(C2=O)C2=CC=C(C=C2)OC(F)(F)F)CC1 (8-(2-Methoxy-5-methyl-phenyl)-2-(4-trifluoromethoxy-phenyl)-2,8-diaza-spiro[4.5]decan-1-one). Reaction SMILES: [F:1][C:2]([F:22])([F:21])[O:3][C:4]1[CH:9]=[CH:8][C:7]([N:10]2[CH2:14][CH2:13][C:12]3([CH2:19][CH2:18][NH:17][CH2:16][CH2:15]3)[C:11]2=[O:20])=[CH:6][CH:5]=1.Br[C:24]1[CH:29]=[C:28]([CH3:30])[CH:27]=[CH:26][C:25]=1[O:31][CH3:32]>>[CH3:32][O:31][C:25]1[CH:26]=[CH:27][C:28]([CH3:30])=[CH:29][C:24]=1[N:17]1[CH2:16][CH2:15][C:12]2([C:11](=[O:20])[N:10]([C:7]3[CH:8]=[CH:9][C:4]([O:3][C:2]([F:1])([F:21])[F:22])=[CH:5][CH:6]=3)[CH2:14][CH2:13]2)[CH2:19][CH2:18]1. Reported procedure: The title compound was prepared in analogy to example 1 step D from a mixture of 2-(4-trifluoromethoxy-phenyl)-2,8-diaza-spiro[4.5]decan-1-one (described in example 1 step C) and 2-bromo-4-methylanisole. Light yellow solid. MS (ESI): 435.3 (MH+) Isolated yield 100.0%. Run at time 3 hour. Reactants: C1(CCCCC1)C(C(=O)OCC1CCN(CC1)C(=O)OC(C)(C)C)(C1=CC=CC=C1)O (tert-Butyl 4-((2-cyclohexyl-2-hydroxy-2-phenylacetyloxy)methyl)-piperidine-1-carboxylate), Cl (hydrochloric acid). Product: Cl.C1(CCCCC1)C(C(=O)OCC1CCNCC1)(C1=CC=CC=C1)O (Piperidin-4-ylmethyl 2-cyclohexyl-2-hydroxy-2-phenylacetate hydrochloride). As a reaction SMILES: [CH:1]1([C:7]([OH:31])([C:25]2[CH:30]=[CH:29][CH:28]=[CH:27][CH:26]=2)[C:8]([O:10][CH2:11][CH:12]2[CH2:17][CH2:16][N:15](C(OC(C)(C)C)=O)[CH2:14][CH2:13]2)=[O:9])[CH2:6][CH2:5][CH2:4][CH2:3][CH2:2]1.[ClH:32]>ClCCl>[ClH:32].[CH:25]1([C:7]([OH:31])([C:1]2[CH:6]=[CH:5][CH:4]=[CH:3][CH:2]=2)[C:8]([O:10][CH2:11][CH:12]2[CH2:17][CH2:16][NH:15][CH2:14][CH2:13]2)=[O:9])[CH2:30][CH2:29][CH2:28][CH2:27][CH2:26]1 |f:3.4|. Solvent: ClCCl (dichloromethane). Reported procedure: tert-Butyl 4-((2-cyclohexyl-2-hydroxy-2-phenylacetyloxy)methyl)-piperidine-1-carboxylate (1.10 g, 2.55 mmol) was dissolved in hydrochloric acid (5 mL, 4 M solution in dioxane) and dichloromethane (5 mL). The reaction mixture was stirred at RT for 3 hours and concentrated under reduced pressure to afford the title compound (970 mg, >100%) that was used without further purification in the next step. Product: CCC(=O)N1CC2CC(c3ccc(NS(=O)(=O)c4ccc(OC(F)(F)F)cc4)cc3)C2C1. Reactants: O=S(=O)(Cl)c1ccc(OC(F)(F)F)cc1, CCC(=O)N1CC2CC(c3ccc(N)cc3)C2C1. Reaction SMILES: [F:19][C:20]([O:21][c:22]1[cH:23][cH:24][c:25]([S:28](=[O:29])(=[O:30])[Cl:31])[cH:26][cH:27]1)([F:32])[F:33].[NH2:1][c:2]1[cH:3][cH:4][c:5]([CH:8]2[CH:9]3[CH2:10][N:11]([C:15]([CH2:16][CH3:17])=[O:18])[CH2:12][CH:13]3[CH2:14]2)[cH:6][cH:7]1>>[NH:1]([c:2]1[cH:3][cH:4][c:5]([CH:8]2[CH:9]3[CH2:10][N:11]([C:15]([CH2:16][CH3:17])=[O:18])[CH2:12][CH:13]3[CH2:14]2)[cH:6][cH:7]1)[S:28]([c:25]1[cH:24][cH:23][c:22]([O:21][C:20]([F:19])([F:32])[F:33])[cH:27][cH:26]1)(=[O:29])=[O:30]. The reactants are CNC, Fc1cccc2c1C1=NCCN1c1c(-c3noc(C4CC4)n3)ncn1-2, CN(C)C=O. Yields the product CN(C)c1cccc2c1C1=NCCN1c1c(-c3noc(C4CC4)n3)ncn1-2. RXN SMILES: [CH3:1][NH:2][CH3:3].[CH:4]1([c:7]2[n:8][c:9](-[c:12]3[n:13][cH:14][n:15]4[c:16]3[N:17]3[C:18](=[N:26][CH2:27][CH2:28]3)[c:19]3[c:20]([F:25])[cH:21][cH:22][cH:23][c:24]3-4)[n:10][o:11]2)[CH2:5][CH2:6]1.[O:29]=[CH:30][N:31]([CH3:32])[CH3:33]>>[CH3:1][N:2]([CH3:3])[c:20]1[c:19]2[c:24]([cH:23][cH:22][cH:21]1)-[n:15]1[cH:14][n:13][c:12](-[c:9]3[n:8][c:7]([CH:4]4[CH2:5][CH2:6]4)[o:11][n:10]3)[c:16]1[N:17]1[C:18]2=[N:26][CH2:27][CH2:28]1. Starting materials: C(C1=CC=CC=C1)OC(=O)Cl (benzylchloroformate), C(C1=CC=CC=C1)(=O)C(C(C(=O)O)(O)C(C1=CC=CC=C1)=O)(O)C(=O)O.O[C@H]1[C@H](NCCC1)C1=CC=CC=C1 ((2R,3R)-3-Hydroxy-2-phenylpiperidine dibenzoyltartrate), 528 495-A, C(C1=CC=CC=C1)OC(=O)Cl (benzylchloroformate), [OH-].[Na+] (sodium hydroxide). The solvent is ClCCl (dichloromethane), ClCCl (dichloromethane). Reaction conditions: time 1 hour. The product is C1(=CC=CC=C1)COC(=O)N1[C@@H]([C@@H](CCC1)O)C1=CC=CC=C1 ((2R,3R)-1-(Phenylmethoxycarbonyl)-2-phenylpiperidin-3-ol). Yield: 95.0%. As a reaction SMILES: C(C(C(O)=O)(O)C(C(=O)C1C=CC=CC=1)(O)C(O)=O)(=O)C1C=CC=CC=1.[OH:27][C@@H:28]1[CH2:33][CH2:32][CH2:31][NH:30][C@@H:29]1[C:34]1[CH:39]=[CH:38][CH:37]=[CH:36][CH:35]=1.[CH2:40]([O:47][C:48](Cl)=[O:49])[C:41]1[CH:46]=[CH:45][CH:44]=[CH:43][CH:42]=1.[OH-].[Na+]>ClCCl>[C:41]1([CH2:40][O:47][C:48]([N:30]2[CH2:31][CH2:32][CH2:33][C@@H:28]([OH:27])[C@H:29]2[C:34]2[CH:39]=[CH:38][CH:37]=[CH:36][CH:35]=2)=[O:49])[CH:46]=[CH:45][CH:44]=[CH:43][CH:42]=1 |f:0.1,3.4|. Reported procedure: (2R,3R)-3-Hydroxy-2-phenylpiperidine dibenzoyltartrate (prepared by the method European Patent Specification number 0 528 495-A, 35.6 g, 0.1 mol) was added slowly to a mixture of benzylchloroformate (21.4 mL, 25.6 g, 0.15 mol), dichloromethane (50 mL) and aqueous sodium hydroxide (1M, 500 mL). The mixture was stirred vigorously for 1 h., then further benzylchloroformate (8.0 mL, 9.56 g, 56 mmol) in dichloromethane (50 mL) was added slowly. The mixture was stirred vigorously overnight, the layers... Starting materials: COC(=O)CC1CCCN(c2ccc(-c3c4cccc(C(F)(F)F)c4nn3Cc3c(F)cc(F)cc3F)cc2)C1, [Na+], [OH-]. The product is O=C(O)CC1CCCN(c2ccc(-c3c4cccc(C(F)(F)F)c4nn3Cc3c(F)cc(F)cc3F)cc2)C1. Reaction SMILES: [F:1][c:2]1[c:3]([CH2:4][n:5]2[n:6][c:7]3[c:8]([C:31]([F:32])([F:33])[F:34])[cH:9][cH:10][cH:11][c:12]3[c:13]2-[c:14]2[cH:15][cH:16][c:17]([N:20]3[CH2:21][CH:22]([CH2:26][C:27](=[O:28])[O:29][CH3:30])[CH2:23][CH2:24][CH2:25]3)[cH:18][cH:19]2)[c:35]([F:40])[cH:36][c:37]([F:39])[cH:38]1.[Na+:42].[OH-:41]>>[F:1][c:2]1[c:3]([CH2:4][n:5]2[n:6][c:7]3[c:8]([C:31]([F:32])([F:33])[F:34])[cH:9][cH:10][cH:11][c:12]3[c:13]2-[c:14]2[cH:15][cH:16][c:17]([N:20]3[CH2:21][CH:22]([CH2:26][C:27](=[O:28])[OH:29])[CH2:23][CH2:24][CH2:25]3)[cH:18][cH:19]2)[c:35]([F:40])[cH:36][c:37]([F:39])[cH:38]1. Starting materials: N1(CCOCC1)CCNC1=CC(=CC=C1)[N+](=O)[O-] (N-2-(morpholin4-yl)ethyl-3-nitroaniline). The reagents and catalysts are [Pd] (Pd/C). The solvent is C(C)O (ethanol), O (water). Run at time 12 hour. Yields the product N1(CCOCC1)CCNC1=CC(=CC=C1)N (N-2-(morpholin-4-yl)ethyl-m-phenylenediamine). Yield: 74.9%. RXN SMILES: [N:1]1([CH2:7][CH2:8][NH:9][C:10]2[CH:15]=[CH:14][CH:13]=[C:12]([N+:16]([O-])=O)[CH:11]=2)[CH2:6][CH2:5][O:4][CH2:3][CH2:2]1>C(O)C.O.[Pd]>[N:1]1([CH2:7][CH2:8][NH:9][C:10]2[CH:15]=[CH:14][CH:13]=[C:12]([NH2:16])[CH:11]=2)[CH2:6][CH2:5][O:4][CH2:3][CH2:2]1. Procedure details: 20 g N-2-(morpholin4-yl)ethyl-3-nitroaniline was dissolved in 270 ml ethanol and 30 ml water, and 0.3 Pd/C (5%) was added. After purging with nitrogen, hydrogenation was performed for 12 h at 50° C. under 50 bar of hydrogen pressure. After cooling, nitrogen purging was repeated, the catalyst was filtered off, and the filtrate was reduced on a rotary evaporator. 13.2 g of black oil was obtained; this was distilled twice in a ball tube (180–206° C., 0.06–0.08 mbar). The product obtained was a visc... The solvent is [O-]CC.[Na+] (sodium ethoxide). As a reaction SMILES: [C:1]([O:7][CH2:8][CH3:9])(=[O:6])[CH2:2][C:3]([CH3:5])=[O:4].[C:10](OCC)(=[O:19])[CH:11]=[CH:12][C:13]1[CH:18]=[CH:17][CH:16]=[CH:15][CH:14]=1>[O-]CC.[Na+]>[O:4]=[C:3]1[CH2:5][C:10](=[O:19])[CH2:11][CH:12]([C:13]2[CH:18]=[CH:17][CH:16]=[CH:15][CH:14]=2)[CH:2]1[C:1]([O:7][CH2:8][CH3:9])=[O:6] |f:2.3|. Reported procedure: To a cooled solution of sodium ethoxide (from 2.3 g. sodium and absolute ethanol, 30 ml.) was added with shaking ethyl acetoacetate (13 g.). When homogeneous the mixture was treated with ethyl cinnamate (17.8 g.) and then heated under reflux for 18 hrs. After cooling the solution, the precipitated enolate salt (formula III) was collected by filtration and washed with acetone. Dissolution in cold water, followed by acidification with 2N-sulphuric acid (to convert the enolate salt to the correspon... Starting materials: C(CC(=O)C)(=O)OCC (ethyl acetoacetate), C(C=CC1=CC=CC=C1)(=O)OCC (ethyl cinnamate). Product: O=C1C(C(CC(C1)=O)C1=CC=CC=C1)C(=O)OCC (ethyl 2,4-dioxo-6-phenylcyclohexanecarboxylate). The reactants are ClC1=C(C=CC(=C1)Cl)C=1N=C(C(=NC1CC)N[C@@H]1CNC[C@@H]1OCC)CC (5-(2,4-dichlorophenyl)-N-[(cis)-4-ethoxypyrrolidin-3-yl]-3,6-diethylpyrazin-2-amine), ClC1=C(C=CC(=C1)OC)C=1N=C(C(=NC1CC)N[C@@H]1CN(C[C@@H]1OCCF)C(=O)OCC1=CC=CC=C1)CC (benzyl (3R,4S)-3-{[5-(2-chloro-4-methoxyphenyl)-3,6-diethylpyrazin-2-yl]amino}-4-(2-fluoroethoxy)pyrrolidine-1-carboxylate). Product: ClC1=C(C=CC(=C1)OC)C=1N=C(C(=NC1CC)N[C@@H]1CNC[C@@H]1OCCF)CC (5-(2-chloro-4-methoxyphenyl)-3,6-diethyl-N-[(3R,4S)-4-(2-fluoroethoxy)pyrrolidin-3-yl]pyrazin-2-amine). Reaction SMILES: ClC1C=C(Cl)C=CC=1C1N=C(CC)C(N[C@H]2[C@@H](OCC)CNC2)=NC=1CC.[Cl:28][C:29]1[CH:34]=[C:33]([O:35][CH3:36])[CH:32]=[CH:31][C:30]=1[C:37]1[N:38]=[C:39]([CH2:65][CH3:66])[C:40]([NH:45][C@H:46]2[C@@H:50]([O:51][CH2:52][CH2:53][F:54])[CH2:49][N:48](C(OCC3C=CC=CC=3)=O)[CH2:47]2)=[N:41][C:42]=1[CH2:43][CH3:44]>>[Cl:28][C:29]1[CH:34]=[C:33]([O:35][CH3:36])[CH:32]=[CH:31][C:30]=1[C:37]1[N:38]=[C:39]([CH2:65][CH3:66])[C:40]([NH:45][C@H:46]2[C@@H:50]([O:51][CH2:52][CH2:53][F:54])[CH2:49][NH:48][CH2:47]2)=[N:41][C:42]=1[CH2:43][CH3:44]. Reported procedure: Following the procedure for the preparation of 5-(2,4-dichlorophenyl)-N-[(cis)-4-ethoxypyrrolidin-3-yl]-3,6-diethylpyrazin-2-amine but substituting benzyl (3R,4S)-3-{[5-(2-chloro-4-methoxyphenyl)-3,6-diethylpyrazin-2-yl]amino}-4-(2-fluoroethoxy)pyrrolidine-1-carboxylate and making non-critical variations provided the title compound as an oil: 1H NMR (CDCl3) δ 1.15, 1.29, 2.48, 2.70, 2.90, 2.90, 3.15, 3.23, 3.44, 3.85, 4.11, 4.55, 4.66, 5.32, 6.88, 7.02, 7.24. The solvent is ClCCCl (1,2-dichloroethane). Procedure details: To a suspension of 3-amino-6-(2,6-dichlorobenzoylamino)-1H-pyrazolo[4,3-c]quinoline (200 mg) in 1,2-dichloroethane (2 ml) was added acetic anhydride (302 mg), and the reaction mixture was refluxed for 12 hours. The solution was allowed to cool to ambient temperature and the solvent was evaporated in vacuo. The residue was triturated with water-ethanol, and the precipitate was collected. The crude product was purified by column chromatography on silica gel (ethyl acetate-n-hexane) to give 2-acety... The product is C(C)(=O)N1NC2=C(C=NC=3C(=CC=CC23)NC(C2=C(C=CC=C2Cl)Cl)=O)C1=N (2-acetyl-6-(2,6-dichlorobenzoylamino)-2,3-dihydro-3-imino-1H-pyrazolo[4,3-c]-quinoline), C(C)(=O)NC1=NNC2=C1C=NC=1C(=CC=CC21)NC(C2=C(C=CC=C2Cl)Cl)=O (3-acetamido-6-(2,6-dichlorobenzoylamino)-1H-pyrazolo[4,3-c]quinoline). Reaction SMILES: [NH2:1][C:2]1[C:6]2[CH:7]=[N:8][C:9]3[C:10]([NH:15][C:16](=[O:25])[C:17]4[C:22]([Cl:23])=[CH:21][CH:20]=[CH:19][C:18]=4[Cl:24])=[CH:11][CH:12]=[CH:13][C:14]=3[C:5]=2[NH:4][N:3]=1.[C:26](OC(=O)C)(=[O:28])[CH3:27]>ClCCCl>[C:26]([N:3]1[C:2](=[NH:1])[C:6]2[CH:7]=[N:8][C:9]3[C:10]([NH:15][C:16](=[O:25])[C:17]4[C:18]([Cl:24])=[CH:19][CH:20]=[CH:21][C:22]=4[Cl:23])=[CH:11][CH:12]=[CH:13][C:14]=3[C:5]=2[NH:4]1)(=[O:28])[CH3:27].[C:26]([NH:1][C:2]1[C:6]2[CH:7]=[N:8][C:9]3[C:10]([NH:15][C:16](=[O:25])[C:17]4[C:18]([Cl:24])=[CH:19][CH:20]=[CH:21][C:22]=4[Cl:23])=[CH:11][CH:12]=[CH:13][C:14]=3[C:5]=2[NH:4][N:3]=1)(=[O:28])[CH3:27]. Starting materials: NC1=NNC2=C1C=NC=1C(=CC=CC21)NC(C2=C(C=CC=C2Cl)Cl)=O (3-amino-6-(2,6-dichlorobenzoylamino)-1H-pyrazolo[4,3-c]quinoline), C(C)(=O)OC(C)=O (acetic anhydride).